This data is from the Open Reaction Database (ORD), a public repository of structured organic reaction records. The task is: describe an organic reaction: reactants, conditions, products, and yield Starting materials: NC1=NC(=C(C(=C1C#N)C1=CC=C(OCCNC(OC(C)(C)C)=O)C=C1)C#N)SCC1=CC(=NC=C1)C(NC)=O (tert-Butyl (2-{4-[2-amino-3,5-dicyano-6-({[2-(methylcarbamoyl)pyridin-4-yl]methyl}sulfanyl)-pyridin-4-yl]phenoxy}ethyl)carbamate), FC(C(=O)O)(F)F (trifluoroacetic acid). Run in ClCCl (dichloromethane). Run at time 2.5 hour. Product: FC(C(=O)O)(F)F.NC1=C(C(=C(C(=N1)SCC1=CC(=NC=C1)C(=O)NC)C#N)C1=CC=C(C=C1)OCCN)C#N (4-[({6-Amino-4-[4-(2-aminoethoxy)phenyl]-3,5-dicyanopyridin-2-yl}sulfanyl)methyl]-N-methylpyridine-2-carboxamide trifluoroacetate). As a reaction SMILES: [NH2:1][C:2]1[C:7]([C:8]#[N:9])=[C:6]([C:10]2[CH:26]=[CH:25][C:13]([O:14][CH2:15][CH2:16][NH:17]C(=O)OC(C)(C)C)=[CH:12][CH:11]=2)[C:5]([C:27]#[N:28])=[C:4]([S:29][CH2:30][C:31]2[CH:36]=[CH:35][N:34]=[C:33]([C:37](=[O:40])[NH:38][CH3:39])[CH:32]=2)[N:3]=1.[F:41][C:42]([F:47])([F:46])[C:43]([OH:45])=[O:44]>ClCCl>[F:41][C:42]([F:47])([F:46])[C:43]([OH:45])=[O:44].[NH2:1][C:2]1[N:3]=[C:4]([S:29][CH2:30][C:31]2[CH:36]=[CH:35][N:34]=[C:33]([C:37]([NH:38][CH3:39])=[O:40])[CH:32]=2)[C:5]([C:27]#[N:28])=[C:6]([C:10]2[CH:26]=[CH:25][C:13]([O:14][CH2:15][CH2:16][NH2:17])=[CH:12][CH:11]=2)[C:7]=1[C:8]#[N:9] |f:3.4|. Procedure: 413 mg (0.74 mmol) of tert-butyl (2-{4-[2-amino-3,5-dicyano-6-({[2-(methylcarbamoyl)pyridin-4-yl]methyl}sulfanyl)pyridin-4-yl]phenoxy}ethyl)carbamate (Example 45A) were dissolved in 4.3 ml of dichloromethane. After addition of 4.2 g (6.88 mmol) of trifluoroacetic acid, the mixture was stirred at RT for 2.5 h. The reaction mixture was evaporated. The residue was purified by preparative HPLC (Chromasil, water/acetonitrile+0.1% trifluoroacetic acid). Starting materials: BrCc1ccc(Br)cc1, C1CCOC1, C[Si](C)(C)[N-][Si](C)(C)C, COC(=O)C1CCCN1C(=O)OC(C)(C)C, CCOC(C)=O, [K+]. Product: COC(=O)C1(Cc2ccc(Br)cc2)CCCN1C(=O)OC(C)(C)C. RXN SMILES: [Br:27][c:28]1[cH:29][cH:30][c:31]([CH2:32][Br:33])[cH:34][cH:35]1.[CH2:36]1[O:37][CH2:38][CH2:39][CH2:40]1.[CH3:18][Si:19]([N-:20][Si:21]([CH3:22])([CH3:23])[CH3:24])([CH3:25])[CH3:26].[CH3:1][O:2][C:3]([CH:4]1[N:5]([C:9](=[O:10])[O:11][C:12]([CH3:13])([CH3:14])[CH3:15])[CH2:6][CH2:7][CH2:8]1)=[O:16].[CH3:41][CH2:42][O:43][C:44]([CH3:45])=[O:46].[K+:17]>>[CH3:1][O:2][C:3]([C:4]1([CH2:32][c:31]2[cH:30][cH:29][c:28]([Br:27])[cH:35][cH:34]2)[N:5]([C:9](=[O:10])[O:11][C:12]([CH3:13])([CH3:14])[CH3:15])[CH2:6][CH2:7][CH2:8]1)=[O:16].